From a dataset of the Open Reaction Database (ORD), a public repository of structured organic reaction records. describe an organic reaction: reactants, conditions, products, and yield Starting materials: S(=O)([O-])[O-].[Na+].[Na+] (sodium sulfite), C[N+]1(CCOCC1)[O-] (N-methylmorpholine N-oxide), potassium osmate dihydrate, C(C=C)O[C@@H]1C[C@@H](N(C1)C(=O)OC(C)(C)C)C(=O)OC (1-tert-butyl 2-methyl (2R,4R)-4-allyloxypyrrolidine-1,2-dicarboxylate), O (water). The solvent is CC(=O)C (acetone), C(C)(C)(C)O (tert-butanol). Conditions: time 48 hour. Product: OC(CO[C@@H]1C[C@@H](N(C1)C(=O)OC(C)(C)C)C(=O)OC)CO (1-tert-butyl 2-methyl (2R,4R)-4-(2,3-dihydroxypropoxy)pyrrolidine-1,2-dicarboxylate). As a reaction SMILES: C[N+]1([O-])CC[O:5]CC1.[CH2:9]([O:12][C@H:13]1[CH2:17][N:16]([C:18]([O:20][C:21]([CH3:24])([CH3:23])[CH3:22])=[O:19])[C@@H:15]([C:25]([O:27][CH3:28])=[O:26])[CH2:14]1)[CH:10]=[CH2:11].S([O-])([O-])=O.[Na+].[Na+].[OH2:35]>CC(C)=O.C(O)(C)(C)C>[OH:35][CH:10]([CH2:11][OH:5])[CH2:9][O:12][C@H:13]1[CH2:17][N:16]([C:18]([O:20][C:21]([CH3:22])([CH3:23])[CH3:24])=[O:19])[C@@H:15]([C:25]([O:27][CH3:28])=[O:26])[CH2:14]1 |f:2.3.4|. Reported procedure: 6.16 g (52.6 mmol) of N-methylmorpholine N-oxide (NMO) and 193.7 mg of potassium osmate dihydrate are added successively at room temperature to the solution of 5 g (17.52 mmol) of 1-tert-butyl 2-methyl (2R,4R)-4-allyloxypyrrolidine-1,2-dicarboxylate in 60 ml of water, 25 ml of acetone and 10 ml of tert-butanol, and the mixture is stirred for 48 hours. 6.6 g (52.6 mmol) of sodium sulfite are subsequently added to the reaction mixture, which is stirred at room temperature for a further hour. The r...